Task: describe an organic reaction: reactants, conditions, products, and yield. Dataset: the Open Reaction Database (ORD), a public repository of structured organic reaction records Starting materials: N1C(NC2C1CCCC2)=S (octahydro 2H-benzimidazol-2-thione), BrCCC (bromopropane). Solvent: C(C)O (ethanol). The product is Br.C(CC)SC1=NC2C(N1)CCCC2 (3a,4,5,6,7,7a-Hexahydro 2-(Propylthio) 1H-Benzimidazole Monohydrobromide). Isolated yield 95.0%. Reaction SMILES: [NH:1]1[CH:5]2[CH2:6][CH2:7][CH2:8][CH2:9][CH:4]2[NH:3][C:2]1=[S:10].[Br:11][CH2:12][CH2:13][CH3:14]>C(O)C>[BrH:11].[CH2:12]([S:10][C:2]1[NH:3][CH:4]2[CH2:9][CH2:8][CH2:7][CH2:6][CH:5]2[N:1]=1)[CH2:13][CH3:14] |f:3.4|. Procedure details: 1 g of octahydro 2H-benzimidazol-2-thione and 1.3 ml of bromopropane in 20 ml of ethanol are heated under reflux until complete dissolution is obtained. The solvent is evaporated off under reduced pressure, the residue is taken up in a minimum amount of dichloromethane, isopropyl ether is added, the solvents are evaporated off under reduced pressure, the residue is recrystallized from isopropyl ether, the expected product is separated off and dried with a yield of 95%. Reactants: [H-].[H-].[H-].[H-].[Li+].[Al+3] (LiAlH4), solution, C(C1=CC=CC=C1)OC=1C=C(C(=O)O)C=C(C1)Cl (3-benzyloxy-5-chlorobenzoic acid), CCOC(=O)C (EtOAc), [OH-].[Na+] (NaOH). Run in C1CCOC1 (THF), O (water), O (water), C1CCOC1 (THF). Reaction conditions: time 3 hour. The product is C(C1=CC=CC=C1)OC=1C=C(CO)C=C(C1)Cl (3-Benzyloxy-5-chlorobenzyl Alcohol). As a reaction SMILES: [CH2:1]([O:8][C:9]1[CH:10]=[C:11]([CH:15]=[C:16]([Cl:18])[CH:17]=1)[C:12](O)=[O:13])[C:2]1[CH:7]=[CH:6][CH:5]=[CH:4][CH:3]=1.[H-].[H-].[H-].[H-].[Li+].[Al+3].CCOC(C)=O.[OH-].[Na+]>C1COCC1.O>[CH2:1]([O:8][C:9]1[CH:10]=[C:11]([CH:15]=[C:16]([Cl:18])[CH:17]=1)[CH2:12][OH:13])[C:2]1[CH:7]=[CH:6][CH:5]=[CH:4][CH:3]=1 |f:1.2.3.4.5.6,8.9|. Reported procedure: To a stirred solution of 3-benzyloxy-5-chlorobenzoic acid, as described above in Step B, (5.0 g, 19 mmol) in dry THF (150 mL) at 0° C., under argon, was added LiAlH4 (29 mL of a 1.0 M solution in THF, 29 mmol) dropwise. The reaction mixture was stirred at ambient temperature for 3 hours, then EtOAc (1 mL) was added, followed by water (1 mL), then 15% aqueous NaOH (1 mL), then water (3 mL). The resulting mixture was filtered and concentrated in vacuo. The crude residue was purified by flash colum... The reactants are COC=1C=C2C(=C3NC=4C(=C5C(=CC4C(C13)=O)C=CC=C5)[N+](=O)[O-])C=CC(O2)(C)C (6-Methoxy-3,3-dimethyl-13-nitro-3,14-dihydro-7H-benzo[b]pyrano[3,2-h]-acridin-7-one), [H-].[Na+] (sodium hydride), IC (iodomethane). Solvent: CN(C=O)C (dimethylformamide). Yields the product COC=1C=C2C(=C3N(C=4C(=C5C(=CC4C(C13)=O)C=CC=C5)[N+](=O)[O-])C)C=CC(O2)(C)C (6-Methoxy-3,3,14-trimethyl-13-nitro-3,14-dihydro-7H-benzo[b]pyrano-[3,2-h]acridin-7-one). As a reaction SMILES: [CH3:1][O:2][C:3]1[CH:4]=[C:5]2[O:28][C:27]([CH3:30])([CH3:29])[CH:26]=[CH:25][C:6]2=[C:7]2[C:16]=1[C:15](=[O:17])[C:14]1[CH:13]=[C:12]3[CH:18]=[CH:19][CH:20]=[CH:21][C:11]3=[C:10]([N+:22]([O-:24])=[O:23])[C:9]=1[NH:8]2.[H-].[Na+].I[CH3:34]>CN(C)C=O>[CH3:1][O:2][C:3]1[CH:4]=[C:5]2[O:28][C:27]([CH3:30])([CH3:29])[CH:26]=[CH:25][C:6]2=[C:7]2[C:16]=1[C:15](=[O:17])[C:14]1[CH:13]=[C:12]3[CH:18]=[CH:19][CH:20]=[CH:21][C:11]3=[C:10]([N+:22]([O-:24])=[O:23])[C:9]=1[N:8]2[CH3:34] |f:1.2|. Procedure: To a solution of 300 mg of the compound obtained in Step 5 in 30 ml of dimethylformamide there are added 1.48 g of sodium hydride and then 1.8 ml of iodomethane. The reaction mixture is refluxed, under argon, for 3 days, and is then slowly hydrolysed by the addition of ice. The precipitate formed is filtered off and then dried and is chromatographed over silica gel (dichloromethane/methanol: gradient from 0.1 to 0.5%), allowing the expected product to be isolated. The reactants are CCOC(=O)c1c(-c2ccc3c(c2)OCO3)c2ccccc2[nH]c1=O, CO, [K+], [OH-], O. The product is O=C(O)c1c(-c2ccc3c(c2)OCO3)c2ccccc2[nH]c1=O. Reaction SMILES: [CH2:1]([CH3:2])[O:3][C:4](=[O:5])[c:6]1[c:7](=[O:25])[nH:8][c:9]2[cH:10][cH:11][cH:12][cH:13][c:14]2[c:15]1-[c:16]1[cH:17][c:18]2[c:19]([cH:20][cH:21]1)[O:22][CH2:23][O:24]2.[CH3:26][OH:27].[K+:29].[OH-:28].[OH2:30]>>[O:3]=[C:4]([OH:5])[c:6]1[c:7](=[O:25])[nH:8][c:9]2[cH:10][cH:11][cH:12][cH:13][c:14]2[c:15]1-[c:16]1[cH:17][c:18]2[c:19]([cH:20][cH:21]1)[O:22][CH2:23][O:24]2. Starting materials: O1CC(CC1)CNC(=C[N+](=O)[O-])SC (1-[{(tetrahydro-3-furanyl)methyl}amino]-1-methylthio-2-nitroethylene), CNC (dimethylamine). Run in C(C)#N (acetonitrile). The product is O1CC(CC1)CNC(=C[N+](=O)[O-])N(C)C (1-[{(tetrahydro-3-furanyl)methyl}amino]-1-dimethylamino-2-nitroethylene). RXN SMILES: [O:1]1[CH2:5][CH2:4][CH:3]([CH2:6][NH:7][C:8](SC)=[CH:9][N+:10]([O-:12])=[O:11])[CH2:2]1.[CH3:15][NH:16][CH3:17]>C(#N)C>[O:1]1[CH2:5][CH2:4][CH:3]([CH2:6][NH:7][C:8]([N:16]([CH3:17])[CH3:15])=[CH:9][N+:10]([O-:12])=[O:11])[CH2:2]1. Procedure details: A mixture comprising 4.0 g of 1-[{(tetrahydro-3-furanyl)methyl}amino]-1-methylthio-2-nitroethylene, 10 ml of 50% aqueous dimethylamine solution and 50 ml of acetonitrile was stirred at room temperature for an hour. The reaction mixture was concentrated under a reduced pressure, and purified by silica gel column chromatography (eluent: ethyl acetate/acetone=1/1) to obtain 2.8 g of 1-[{(tetrahydro-3-furanyl)methyl}amino]-1-dimethylamino-2-nitroethylene. The reactants are S1C=CC2=C1C=CC(=C2)CCOCCCN2CC(C2)O (1-{3-[2-(1-benzothiophen-5-yl)ethoxy]propyl}-3-azetidinol), C([C@H](O)[C@@H](O)C(=O)O)(=O)O (L-tartaric acid), C(C)O (ethanol). Solvent: C(C)(=O)OCC (ethyl acetate), C(C)(=O)OCC (ethyl acetate). Conditions: temperature 65 celsius, time 20 minute. The product is C(=O)(O)[C@H](O)[C@@H](O)C(=O)O.S1C=CC2=C1C=CC(=C2)CCOCCCN2CC(C2)O (1-{3-[2-(1-benzothiophen-5-yl)ethoxy]propyl}-3-azetidinol L-tartrate). Yield: 91.8%. As a reaction SMILES: [S:1]1[C:5]2[CH:6]=[CH:7][C:8]([CH2:10][CH2:11][O:12][CH2:13][CH2:14][CH2:15][N:16]3[CH2:19][CH:18]([OH:20])[CH2:17]3)=[CH:9][C:4]=2[CH:3]=[CH:2]1.[C:21]([OH:30])(=[O:29])[C@@H:22]([C@H:24]([C:26]([OH:28])=[O:27])[OH:25])[OH:23].C(O)C>C(OCC)(=O)C>[C:26]([C@@H:24]([C@H:22]([C:21]([OH:30])=[O:29])[OH:23])[OH:25])([OH:28])=[O:27].[S:1]1[C:5]2[CH:6]=[CH:7][C:8]([CH2:10][CH2:11][O:12][CH2:13][CH2:14][CH2:15][N:16]3[CH2:19][CH:18]([OH:20])[CH2:17]3)=[CH:9][C:4]=2[CH:3]=[CH:2]1 |f:4.5|. Reported procedure: In 40 mL of ethyl acetate was dissolved 10.0 g of 1-{3-[2-(1-benzothiophen-5-yl)ethoxy]propyl}-3-azetidinol, and 5.15 g of L-tartaric acid and 40 mL of ethanol were added thereto, after which the resulting mixture was heated at 65° C. to effect dissolution. After the resulting solution was stirred at 50° C. for 20 minutes, 40 mL of ethyl acetate was added dropwise thereto at the same temperature and the resulting mixture was stirred at 20 to 30° C. for 1 hour. The crystals precipitated were coll...